describe an organic reaction: reactants, conditions, products, and yield From a dataset of the Open Reaction Database (ORD), a public repository of structured organic reaction records. The reactants are ammonium hydroxide ice, N1=CC=C(C=C1)C(C(=NO)C1=CC(=CC=C1)C(F)(F)F)=O (1-(pyridin-4-yl)-2-[3-(trifluoromethyl) phenyl]ethane-1,2-dione 2-oxime), C(C1=CC=CC=C1)OC(=O)N1CCC(CC1)C=O (1-benzyloxycarbonyl-piperidine-4-carboxaldehyde), C(CC)N (propylamine). Run in C(C)(=O)O (acetic acid). Conditions: time 18 hour. Product: C(C1=CC=CC=C1)OC(=O)N1CCC(CC1)C=1N(C(=C(N1)C1=CC(=CC=C1)C(F)(F)F)C1=CC=NC=C1)CCC (4-[1-Propyl-5-pyridin-4-yl-4-(3-trifluoromethylphenyl)-1H-imidazol-2-yl]piperidine-1-carboxylic acid benzyl ester). The yield is 23.7%. As a reaction SMILES: [N:1]1[CH:6]=[CH:5][C:4]([C:7](=O)[C:8]([C:11]2[CH:16]=[CH:15][CH:14]=[C:13]([C:17]([F:20])([F:19])[F:18])[CH:12]=2)=[N:9]O)=[CH:3][CH:2]=1.[CH2:22]([O:29][C:30]([N:32]1[CH2:37][CH2:36][CH:35]([CH:38]=O)[CH2:34][CH2:33]1)=[O:31])[C:23]1[CH:28]=[CH:27][CH:26]=[CH:25][CH:24]=1.[CH2:40]([NH2:43])[CH2:41][CH3:42]>C(O)(=O)C>[CH2:22]([O:29][C:30]([N:32]1[CH2:37][CH2:36][CH:35]([C:38]2[N:43]([CH2:40][CH2:41][CH3:42])[C:7]([C:4]3[CH:5]=[CH:6][N:1]=[CH:2][CH:3]=3)=[C:8]([C:11]3[CH:16]=[CH:15][CH:14]=[C:13]([C:17]([F:20])([F:19])[F:18])[CH:12]=3)[N:9]=2)[CH2:34][CH2:33]1)=[O:31])[C:23]1[CH:28]=[CH:27][CH:26]=[CH:25][CH:24]=1. Procedure details: To a stirring solution of 1-(pyridin-4-yl)-2-[3-(trifluoromethyl) phenyl]ethane-1,2-dione 2-oxime (83 mmol, 24.43 g), and 1-benzyloxycarbonyl-piperidine-4-carboxaldehyde [Amici et al Eur. J. Med. Chem. 26, 625-631 (1991)] (108 mmol, 26.7 g) in acetic acid (300 mL) was added propylamine (1.24 mol, 73.6 g) in a dropwise manner at ambient temperature. The reaction was heated to reflux for 3 h, cooled to ambient temperature and basified to pH8 with concentrated ammonium hydroxide/ice and extracted w... Reactants: NC1=NC(=CC(=N1)Cl)Cl (2-amino-4,6-dichloropyrimidine), FC(C1=NC=CC(=C1)OC1=CC=C(C=C1)N)(F)F (4-(2-trifluoromethyl-pyridin-4-yloxy)-phenylamine), FC(C1=NC=CC(=C1)OC1=CC=C(C=C1)N)(F)F (4-(2-trifluoromethyl-pyridin-4-yloxy)-phenylamine). Run in O (water), C(C)(C)O (isopropanol), Cl (hydrochloric acid). Run at temperature 65 celsius, time 1 hour. Yields the product ClC1=CC(=NC(=N1)N)NC1=CC=C(C=C1)OC1=CC(=NC=C1)C(F)(F)F (6-chloro-N4-(4-{[2-(trifluoromethyl)pyridin-4-yl]oxy}phenyl)pyrimidine-2,4-diamine). RXN SMILES: [NH2:1][C:2]1[N:7]=[C:6](Cl)[CH:5]=[C:4]([Cl:9])[N:3]=1.[F:10][C:11]([F:27])([F:26])[C:12]1[CH:17]=[C:16]([O:18][C:19]2[CH:24]=[CH:23][C:22]([NH2:25])=[CH:21][CH:20]=2)[CH:15]=[CH:14][N:13]=1>O.C(O)(C)C.Cl>[Cl:9][C:4]1[N:3]=[C:2]([NH2:1])[N:7]=[C:6]([NH:25][C:22]2[CH:23]=[CH:24][C:19]([O:18][C:16]3[CH:15]=[CH:14][N:13]=[C:12]([C:11]([F:27])([F:10])[F:26])[CH:17]=3)=[CH:20][CH:21]=2)[CH:5]=1. Procedure details: A stirred solution containing 2-amino-4,6-dichloropyrimidine (17.74 g, 0.11 mol) and 4-{[2-(trifluoromethyl)pyridin-4-yl]oxy}aniline (Intermediate 2U) in water (400 mL), isopropanol (100 mL) and concentrated hydrochloric acid (5 mL) was heated at 65° C. for 18 h. The reaction was cooled to 0° C. and the yellow-tan solid was collected by suction filtration and washed with water. The filtered product was dissolved in hot N,N-dimethylformamide (90° C.) and triethylamine was slowly added until the s... Starting materials: C(C)(=O)Cl (Acetyl chloride), NC=1C(=C(C(=O)OCC)C=CC1)[N+](=O)[O-] (ethyl 3-amino-2-nitrobenzoate), Cl (hydrochloric acid). Run in CN(C1=CC=CC=C1)C (N,N-dimethylaniline). Run at time 48 hour. The product is C(C)(=O)NC=1C(=C(C(=O)OCC)C=CC1)[N+](=O)[O-] (ethyl 3-acetylamino-2-nitrobenzoate). As a reaction SMILES: [C:1](Cl)(=[O:3])[CH3:2].[NH2:5][C:6]1[C:7]([N+:17]([O-:19])=[O:18])=[C:8]([CH:14]=[CH:15][CH:16]=1)[C:9]([O:11][CH2:12][CH3:13])=[O:10].Cl>CN(C)C1C=CC=CC=1>[C:1]([NH:5][C:6]1[C:7]([N+:17]([O-:19])=[O:18])=[C:8]([CH:14]=[CH:15][CH:16]=1)[C:9]([O:11][CH2:12][CH3:13])=[O:10])(=[O:3])[CH3:2]. Procedure details: Acetyl chloride (13 ml) was added dropwise to a solution of 2.98 g of ethyl 3-amino-2-nitrobenzoate and 20 ml of N,N-dimethylaniline in an ice bath. The mixture was stirred at room temperature for 48 hours. The reaction solution was acidified with 10% hydrochloric acid, and was extracted twice with ethyl acetate. The organic layer was washed three times with water. The solvent was distilled off under reduced pressure, and the resulting residue was crystallized with hexane. The crystals were sepa... Reactants: BrCCc1ccccc1, CCOC(C)=O, OC(c1ccccc1)(c1ccccc1)C12CCN(CC1)C2. The product is [Br-], OC(c1ccccc1)(c1ccccc1)C12CC[N+](CCc3ccccc3)(CC1)C2. RXN SMILES: [Br:22][CH2:23][CH2:24][c:25]1[cH:26][cH:27][cH:28][cH:29][cH:30]1.[CH3:31][CH2:32][O:33][C:34](=[O:35])[CH3:36].[N:1]12[CH2:2][CH2:3][C:4]([C:8]([OH:9])([c:10]3[cH:11][cH:12][cH:13][cH:14][cH:15]3)[c:16]3[cH:17][cH:18][cH:19][cH:20][cH:21]3)([CH2:5][CH2:6]1)[CH2:7]2>>[Br-:22].[N+:1]12([CH2:23][CH2:24][c:25]3[cH:26][cH:27][cH:28][cH:29][cH:30]3)[CH2:2][CH2:3][C:4]([C:8]([OH:9])([c:10]3[cH:11][cH:12][cH:13][cH:14][cH:15]3)[c:16]3[cH:17][cH:18][cH:19][cH:20][cH:21]3)([CH2:5][CH2:6]1)[CH2:7]2. The reactants are CCOC(C)=O, CC(C1OCC(C)(C)CO1)C1CCC2C3C(O)CC4=CC(=O)C=CC4(C)C3CCC12C, CCCCCC, O, Cc1ccc(S(=O)(=O)O)cc1, c1ccccc1. Product: CC(C1OCC(C)(C)CO1)C1CCC2C3C=CC4=CC(=O)C=CC4(C)C3CCC12C. As a reaction SMILES: [C:50]([O:51][CH2:52][CH3:53])(=[O:54])[CH3:55].[CH3:1][C:2]1([CH3:31])[CH2:3][O:4][CH:5]([CH:8]([CH3:9])[CH:10]2[CH2:11][CH2:12][CH:13]3[CH:14]4[CH:15]([OH:30])[CH2:16][C:17]5=[CH:18][C:19](=[O:29])[CH:20]=[CH:21][C:22]5([CH3:23])[CH:24]4[CH2:25][CH2:26][C:27]23[CH3:28])[O:6][CH2:7]1.[CH3:44][CH2:45][CH2:46][CH2:47][CH2:48][CH3:49].[OH2:43].[c:32]1([CH3:33])[cH:34][cH:35][c:36]([S:37]([OH:38])(=[O:39])=[O:40])[cH:41][cH:42]1.[cH:56]1[cH:57][cH:58][cH:59][cH:60][cH:61]1>>[CH3:1][C:2]1([CH3:31])[CH2:3][O:4][CH:5]([CH:8]([CH3:9])[CH:10]2[CH2:11][CH2:12][CH:13]3[CH:14]4[CH:15]=[CH:16][C:17]5=[CH:18][C:19](=[O:29])[CH:20]=[CH:21][C:22]5([CH3:23])[CH:24]4[CH2:25][CH2:26][C:27]23[CH3:28])[O:6][CH2:7]1.